From a dataset of the Open Reaction Database (ORD), a public repository of structured organic reaction records. describe an organic reaction: reactants, conditions, products, and yield The reactants are O=C([O-])[O-], Cl, [K+], [K+], CCOC(=O)N1CC2CC3CCCN3C2C1. Product: C1CC2CC3CNCC3N2C1. RXN SMILES: [C:17](=[O:18])([O-:19])[O-:20].[ClH:23].[K+:21].[K+:22].[N:1]12[CH:2]3[CH2:3][N:4]([C:12]([O:13][CH2:14][CH3:15])=[O:16])[CH2:5][CH:6]3[CH2:7][CH:8]1[CH2:9][CH2:10][CH2:11]2>>[N:1]12[CH:2]3[CH2:3][NH:4][CH2:5][CH:6]3[CH2:7][CH:8]1[CH2:9][CH2:10][CH2:11]2. Starting materials: Cl (hydrochloric acid), C(C)C1=C(C=C(C=C1)O)C1C(C(OC(C1=O)(C)C)(C)C)=O (4-(2-ethyl-5-hydroxyphenyl)-2,2,6,6-tetramethylpyran-3,5-dione), ClC1=C(C=CC(=C1)F)[N+](=O)[O-] (2-chloro-4-fluoro-1-nitrobenzene), C([O-])([O-])=O.[K+].[K+] (potassium carbonate). Solvent: CN(C=O)C (N,N-dimethylformamide). Conditions: temperature 140 celsius. Yields the product ClC=1C=C(OC=2C=CC(=C(C2)C2C(C(OC(C2=O)(C)C)(C)C)=O)CC)C=CC1[N+](=O)[O-] (4-[5-(3-chloro-4-nitrophenoxy)-2-ethylphenyl]-2,2,6,6-tetramethylpyran-3,5-dione). Reaction SMILES: [CH2:1]([C:3]1[CH:8]=[CH:7][C:6]([OH:9])=[CH:5][C:4]=1[CH:10]1[C:15](=[O:16])[C:14]([CH3:18])([CH3:17])[O:13][C:12]([CH3:20])([CH3:19])[C:11]1=[O:21])[CH3:2].[Cl:22][C:23]1[CH:28]=[C:27](F)[CH:26]=[CH:25][C:24]=1[N+:30]([O-:32])=[O:31].C(=O)([O-])[O-].[K+].[K+].Cl>CN(C)C=O>[Cl:22][C:23]1[CH:28]=[C:27]([CH:26]=[CH:25][C:24]=1[N+:30]([O-:32])=[O:31])[O:9][C:6]1[CH:7]=[CH:8][C:3]([CH2:1][CH3:2])=[C:4]([CH:10]2[C:15](=[O:16])[C:14]([CH3:18])([CH3:17])[O:13][C:12]([CH3:20])([CH3:19])[C:11]2=[O:21])[CH:5]=1 |f:2.3.4|. Reported procedure: A mixture of 4-(2-ethyl-5-hydroxyphenyl)-2,2,6,6-tetramethylpyran-3,5-dione (100 mg, 0.34 mmol), 2-chloro-4-fluoro-1-nitrobenzene (72 mg, 0.41 mmol), and potassium carbonate (110 mg, 0.69 mmol) in N,N-dimethylformamide (2 ml) is heated to 140° C. under microwave irradiation for 40 minutes. The mixture is cooled to room temperature, poured into 2M aqueous hydrochloric acid and extracted with ethyl acetate. The organic extract is washed with brine, dried over anhydrous magnesium sulfate, filtered ... Yields the product C(#N)C=1C(=NC(=NC1)NC1=CC=C(C=C1)OCCOS(=O)(=O)C1=CC=C(C=C1)C)C1=CC=CC=C1 (5-cyano-4-phenyl-N-[4-(2-p-toluenesulphonyloxyethoxy)phenyl]pyrimidine-2-amine), C(#N)C=1C(=NC(=NC1)NC1=CC=C(C=C1)OCCO)C1=CC=CC=C1 (5-cyano-4-phenyl-N-[4-(2-hydroxyethoxy)phenyl]pyrimidine-2-amine), solid. Reactants: C1(=CC=CC=C1)C(C(=CN(C)C)C#N)=O (1-phenyl-2-cyano-3-dimethylaminopropen-1-one), [N+](=O)([O-])[O-].OCCOC1=CC=C(C=C1)NC(=[NH2+])N (4-(2-hydroxy-ethoxy) phenylguanidinium nitrate), [OH-].[Na+] (sodium hydroxide), C(#N)C=1C(=NC(=NC1)NC1=CC=C(C=C1)OCCO)C1=CC=CC=C1 (5-cyano-4-phenyl-N-[4-(2-hydroxy-ethoxy)phenyl]pyrimidine-2-amine), C1(=CC=C(C=C1)S(=O)(=O)Cl)C (4-toluene-sulphonyl chloride). As a reaction SMILES: [C:1]([C:3]1[C:4]([C:20]2[CH:25]=[CH:24][CH:23]=[CH:22][CH:21]=2)=[N:5][C:6]([NH:9][C:10]2[CH:15]=[CH:14][C:13]([O:16][CH2:17][CH2:18][OH:19])=[CH:12][CH:11]=2)=[N:7][CH:8]=1)#[N:2].[C:26]1([CH3:36])[CH:31]=[CH:30][C:29]([S:32](Cl)(=[O:34])=[O:33])=[CH:28][CH:27]=1.C1(C(=O)C(C#N)=CN(C)C)C=CC=CC=1.[N+]([O-])([O-])=O.OCCOC1C=CC(NC(N)=[NH2+])=CC=1.[OH-].[Na+]>>[C:1]([C:3]1[C:4]([C:20]2[CH:25]=[CH:24][CH:23]=[CH:22][CH:21]=2)=[N:5][C:6]([NH:9][C:10]2[CH:11]=[CH:12][C:13]([O:16][CH2:17][CH2:18][O:19][S:32]([C:29]3[CH:30]=[CH:31][C:26]([CH3:36])=[CH:27][CH:28]=3)(=[O:34])=[O:33])=[CH:14][CH:15]=2)=[N:7][CH:8]=1)#[N:2].[C:1]([C:3]1[C:4]([C:20]2[CH:25]=[CH:24][CH:23]=[CH:22][CH:21]=2)=[N:5][C:6]([NH:9][C:10]2[CH:11]=[CH:12][C:13]([O:16][CH2:17][CH2:18][OH:19])=[CH:14][CH:15]=2)=[N:7][CH:8]=1)#[N:2] |f:3.4,5.6|. Procedure details: 5-cyano-4-phenyl-N-[4-(2-p-toluenesulphonyloxyethoxy)phenyl]pyrimidine-2-amine was prepared from 5-cyano-4-phenyl-N-[4-(2-hydroxy-ethoxy)phenyl]pyrimidine-2-amine (1.42 g,4.28 mmol) and 4-toluene-sulphonyl chloride (1.23 g, 6.4 mmol) as a yellow solid, m.p. 147°. δH (CDCl3) 8.67 (1H, s), 8.05-8.03 (2H, m), 7.83 (2H, dd, J 6.5, 1.8 Hz), 7.58-7.49 (6H, m), 7.35 (2H, dd, J 8.6, 0.9 Hz), 6.83 (2H, d, J 0.9 Hz), 4.38-4.36 (2H, m), 4.18-4.16 (2H, m) and 2.45 (3H, s). 5-cyano-4-phenyl-N-[4-(2-hydroxyet... Starting materials: COC(=O)C=1NC=C(C1)C(=O)C1CCCC1 (4-cyclopentanecarbonyl-1H-pyrrole-2-carboxylic acid methyl ester), FC(C(=O)O)(F)F (trifluoroacetic acid), C(C)[SiH](CC)CC (triethylsilylhydride). Reaction conditions: temperature 2.5 celsius, time 20 hour. Yields the product C(C)OC(=O)C=1NC=C(C1)CC1CCCC1 (4-cyclopentylmethyl-1-H-pyrrole-2-carboxylic acid ethyl ester). RXN SMILES: [CH3:1][O:2][C:3]([C:5]1[NH:6][CH:7]=[C:8]([C:10]([CH:12]2[CH2:16][CH2:15][CH2:14][CH2:13]2)=O)[CH:9]=1)=[O:4].F[C:18](F)(F)C(O)=O.C([SiH](CC)CC)C>>[CH2:1]([O:2][C:3]([C:5]1[NH:6][CH:7]=[C:8]([CH2:10][CH:12]2[CH2:16][CH2:15][CH2:14][CH2:13]2)[CH:9]=1)=[O:4])[CH3:18]. Procedure details: To a mixture of 4-cyclopentanecarbonyl-1H-pyrrole-2-carboxylic acid methyl ester (A1-I) and trifluoroacetic acid was added triethylsilylhydride drop wise under stirring at 0-5° C. Stirring was further continued for 20 hours at 0-25° C. Trifluoroacetic acid was removed under reduced pressure and the residue was diluted with diethyl ether, ether layer was separated and washed with 1N NaOH followed by brine, organic layer was dried over anhydrous sodium sulfate and was evaporated to yield 4-cyclope... Reactants: N#CCCCBr, CCO, CN1CCC23c4c5ccc(O)c4OC2C(O)C=CC3C1C5, [Na]. The product is CN1CCC23c4c5ccc(OCCCC#N)c4OC2C(O)C=CC3C1C5. RXN SMILES: [Br:23][CH2:24][CH2:25][CH2:26][C:27]#[N:28].[CH3:29][CH2:30][OH:31].[CH:2]12[CH:3]=[CH:4][CH:5]([OH:6])[CH:7]3[O:8][c:9]4[c:10]([OH:11])[cH:12][cH:13][c:14]5[c:22]4[C:21]13[CH2:20][CH2:19][N:17]([CH3:18])[CH:16]2[CH2:15]5.[Na:1]>>[CH:2]12[CH:3]=[CH:4][CH:5]([OH:6])[CH:7]3[O:8][c:9]4[c:10]([O:11][CH2:24][CH2:25][CH2:26][C:27]#[N:28])[cH:12][cH:13][c:14]5[c:22]4[C:21]13[CH2:20][CH2:19][N:17]([CH3:18])[CH:16]2[CH2:15]5. Starting materials: Cc1ccc(N2CCN(C(=O)c3ccc(Br)cc3C)CC2)c(C)c1, O=C1NCCO1. Product: Cc1ccc(N2CCN(C(=O)c3ccc(N4CCOC4=O)cc3C)CC2)c(C)c1. Reaction SMILES: [Br:1][c:2]1[cH:3][c:4]([CH3:24])[c:5]([C:8](=[O:9])[N:10]2[CH2:11][CH2:12][N:13]([c:16]3[c:17]([CH3:23])[cH:18][c:19]([CH3:22])[cH:20][cH:21]3)[CH2:14][CH2:15]2)[cH:6][cH:7]1.[O:25]1[C:26](=[O:30])[NH:27][CH2:28][CH2:29]1>>[c:2]1([N:27]2[C:26](=[O:30])[O:25][CH2:29][CH2:28]2)[cH:3][c:4]([CH3:24])[c:5]([C:8](=[O:9])[N:10]2[CH2:11][CH2:12][N:13]([c:16]3[c:17]([CH3:23])[cH:18][c:19]([CH3:22])[cH:20][cH:21]3)[CH2:14][CH2:15]2)[cH:6][cH:7]1. The reactants are C1COCCO1, NCCNc1ccccc1, CS(=O)c1nc(N)nc(-c2ccco2)c1I. Yields the product Nc1nc(NCCNc2ccccc2)c(I)c(-c2ccco2)n1. Reaction SMILES: [O:27]1[CH2:28][CH2:29][O:30][CH2:31][CH2:32]1.[c:17]1([NH:23][CH2:24][CH2:25][NH2:26])[cH:18][cH:19][cH:20][cH:21][cH:22]1.[o:1]1[c:2](-[c:6]2[n:7][c:8]([NH2:16])[n:9][c:10]([S:13]([CH3:14])=[O:15])[c:11]2[I:12])[cH:3][cH:4][cH:5]1>>[o:1]1[c:2](-[c:6]2[n:7][c:8]([NH2:16])[n:9][c:10]([NH:26][CH2:25][CH2:24][NH:23][c:17]3[cH:18][cH:19][cH:20][cH:21][cH:22]3)[c:11]2[I:12])[cH:3][cH:4][cH:5]1.